Dataset: the Open Reaction Database (ORD), a public repository of structured organic reaction records. Task: describe an organic reaction: reactants, conditions, products, and yield The reactants are C[C@H]1[C@H](N(CCC1)C(=O)C1=C(C=CC(=C1)C)C=1C=NN(C1)C)CNC1=NC=C(C=C1)C(F)(F)F (((2S,3R)-3-methyl-2-(((5-(trifluoromethyl)pyridin-2-yl)amino)methyl)piperidin-1-yl)(5-methyl-2-(1-methyl-1H-pyrazol-4-yl)phenyl)methanone), NC[C@H]1N(CCC[C@H]1C)C(=O)C1=C(C=CC(=C1)C)N1N=C(N=C1)C(F)(F)F (((2S,3R)-2-(aminomethyl)-3-methylpiperidin-1-yl)(5-methyl-2-(3-(trifluoromethyl)-1H-1,2,4-triazol-1-yl)phenyl)methanone), ClC1=NC=C(C#N)C=C1 (6-chloronicotinonitrile). Product: C[C@H]1[C@H](N(CCC1)C(C1=C(C=CC(=C1)C)N1N=C(N=C1)C(F)(F)F)=O)CNC1=NC=C(C#N)C=C1 (6-((((2S,3R)-3-Methyl-1-(5-methyl-2-(3-(trifluoromethyl)-1H-1,2,4-triazol-1-yl)benzoyl)piperidin-2-yl)methyl)amino)nicotinonitrile). RXN SMILES: C[C@@H]1CCCN(C(C2C=C(C)C=CC=2C2C=NN(C)C=2)=O)[C@@H]1CNC1C=CC(C(F)(F)F)=CN=1.[NH2:35][CH2:36][C@@H:37]1[C@H:42]([CH3:43])[CH2:41][CH2:40][CH2:39][N:38]1[C:44]([C:46]1[CH:51]=[C:50]([CH3:52])[CH:49]=[CH:48][C:47]=1[N:53]1[CH:57]=[N:56][C:55]([C:58]([F:61])([F:60])[F:59])=[N:54]1)=[O:45].Cl[C:63]1[CH:70]=[CH:69][C:66]([C:67]#[N:68])=[CH:65][N:64]=1>>[CH3:43][C@@H:42]1[CH2:41][CH2:40][CH2:39][N:38]([C:44](=[O:45])[C:46]2[CH:51]=[C:50]([CH3:52])[CH:49]=[CH:48][C:47]=2[N:53]2[CH:57]=[N:56][C:55]([C:58]([F:61])([F:60])[F:59])=[N:54]2)[C@@H:37]1[CH2:36][NH:35][C:63]1[CH:70]=[CH:69][C:66]([C:67]#[N:68])=[CH:65][N:64]=1. Reported procedure: The title compound was synthesized following the same general protocol as described for ((2S,3R)-3-methyl-2-(((5-(trifluoromethyl)pyridin-2-yl)amino)methyl)piperidin-1-yl)(5-methyl-2-(1-methyl-1H-pyrazol-4-yl)phenyl)methanone in Example A1, using ((2S,3R)-2-(aminomethyl)-3-methylpiperidin-1-yl)(5-methyl-2-(3-(trifluoromethyl)-1H-1,2,4-triazol-1-yl)phenyl)methanone and 6-chloronicotinonitrile. ESI-MS (m/z): 484 [M+1]+.